Dataset: the Open Reaction Database (ORD), a public repository of structured organic reaction records. Task: describe an organic reaction: reactants, conditions, products, and yield As a reaction SMILES: [H][H].[CH:3]1([NH2:8])[CH2:7][CH2:6][CH2:5][CH2:4]1.[C:9]([C:13]1[CH:48]=[CH:47][C:16]([CH2:17][O:18][C:19]2[N:27]=[C:26]3[C:22]([N:23]=[CH:24][N:25]3[C@@H:28]3[O:40][C@H:39]([CH2:41][O:42]C(=O)C)[C@@H:34]([O:35]C(=O)C)[C@H:29]3[O:30]C(=O)C)=[C:21](Cl)[N:20]=2)=[CH:15][CH:14]=1)([CH3:12])([CH3:11])[CH3:10]>>[C:9]([C:13]1[CH:48]=[CH:47][C:16]([CH2:17][O:18][C:19]2[N:20]=[C:21]([NH:8][CH:3]3[CH2:7][CH2:6][CH2:5][CH2:4]3)[C:22]3[N:23]=[CH:24][N:25]([C:26]=3[N:27]=2)[C@@H:28]2[O:40][C@H:39]([CH2:41][OH:42])[C@@H:34]([OH:35])[C@H:29]2[OH:30])=[CH:15][CH:14]=1)([CH3:12])([CH3:10])[CH3:11]. Yield: 50.0%. Procedure: A compound having a structure of the above formula was prepared where the substituent R1 is cyclopentyl, R2 is hydrogen, and R3 is —CH2(4-(C(CH3)3)C6H4 (4-tert-butylbenzoyl). The compound (C25H35N5O5) was prepared by reaction of cyclopentylamine with 2-[4-(tert-butyl)benzyloxy]-6-chloro-9-(2,3,5-tri-O-acetyl-β-D-ribofuranosyl)purine (Example 8) as described in Example 2, Step E. The final product was isolated in 50% yield as a solid with a melting point of 118-120° C. 1H-NMR (CDCl3): 1.3 (s, 9H)... Product: C(C)(C)(C)C1=CC=C(COC=2N=C(C=3N=CN([C@H]4[C@H](O)[C@H](O)[C@@H](CO)O4)C3N2)NC2CCCC2)C=C1 (2-[4-(tert-butyl)benzyloxy]-N6-cyclopentyladenosine). Starting materials: [H][H] (hydrogen), 4-(C(CH3)3)C6H4, C1(CCCC1)N (cyclopentylamine), C(C)(C)(C)C1=CC=C(COC2=NC(=C3N=CN(C3=N2)[C@H]2[C@H](OC(C)=O)[C@H](OC(C)=O)[C@H](O2)COC(C)=O)Cl)C=C1 (2-[4-(tert-butyl)benzyloxy]-6-chloro-9-(2,3,5-tri-O-acetyl-β-D-ribofuranosyl)purine). The reactants are BrC1=CC(=C2C(=CC=NC2=C1)O)C (7-bromo-5-methylquinolin-4-ol), BrC1=C2C(=CC=NC2=CC(=C1)C)O (5-bromo-7-methylquinolin-4-ol), O=P(Cl)(Cl)Cl (POCl3). Run in C(C)#N (acetonitrile). Reaction conditions: temperature 90 celsius. Product: BrC1=CC(=C2C(=CC=NC2=C1)Cl)C (7-bromo-4-chloro-5-methylquinoline). Isolated yield 49.5%. Reaction SMILES: [Br:1][C:2]1[CH:11]=[C:10]2[C:5]([C:6](O)=[CH:7][CH:8]=[N:9]2)=[C:4]([CH3:13])[CH:3]=1.BrC1C=C(C)C=C2C=1C(O)=CC=N2.O=P(Cl)(Cl)[Cl:29]>C(#N)C>[Br:1][C:2]1[CH:11]=[C:10]2[C:5]([C:6]([Cl:29])=[CH:7][CH:8]=[N:9]2)=[C:4]([CH3:13])[CH:3]=1. Procedure details: To a vial charged with a mixture of 7-bromo-5-methylquinolin-4-ol and 5-bromo-7-methylquinolin-4-ol (0.09 g, 0.378 mmol) was added acetonitrile (1.890 ml) followed by the addition of POCl3 (0.035 ml, 0.378 mmol). The mixture was heated to 90° C. for 1.5 hr. The mixture was dried under reduced pressure and the crude residue purified with a 25 g Interchim HP spherical silica column (15 μm spherical) (0 to 50%, 10% DCM throughout) providing adequate separation of regioisomers. The major, first elut... The reactants are N1(CCOCC1)C=1C2=C(N=C(N1)[Sn](CCCC)(CCCC)CCCC)SC(=N2)CN2CC(C2)N2CCOCC2 (7-morpholin-4-yl-2-(3-morpholin-4-yl-azetidin-1-ylmethyl)-5-(tributylstannanyl)thiazolo[5,4-d]pyrimidine), BrC1=C2C(=CN=C1)NC=C2 (4-bromo-1H-pyrrolo[2,3-c]pyridine), PdCl2{PtBu2(Ph-p-Nme2)}2. Reagents/catalysts: S1C(=CC=C1)C(=O)[O-].[Cu+] (copper(I) thiophene-2-carboxylate). The solvent is O1CCOCC1 (1,4-dioxane). Product: O1CCN(CC1)C=1C2=C(N=C(N1)C1=C3C(=CN=C1)NC=C3)SC(=N2)CN2CC(C2)N2CCOCC2 (4-(1-((7-morpholino-5-(1H-pyrrolo[2,3-c]pyridin-4-yl)thiazolo[5,4-d]pyrimidin-2-yl)methyl)azetidin-3-yl)morpholine). Isolated yield 13.5%. RXN SMILES: [N:1]1([C:7]2[C:8]3[N:28]=[C:27]([CH2:29][N:30]4[CH2:33][CH:32]([N:34]5[CH2:39][CH2:38][O:37][CH2:36][CH2:35]5)[CH2:31]4)[S:26][C:9]=3[N:10]=[C:11]([Sn](CCCC)(CCCC)CCCC)[N:12]=2)[CH2:6][CH2:5][O:4][CH2:3][CH2:2]1.Br[C:41]1[CH:46]=[N:45][CH:44]=[C:43]2[NH:47][CH:48]=[CH:49][C:42]=12>O1CCOCC1.S1C=CC=C1C([O-])=O.[Cu+]>[O:4]1[CH2:3][CH2:2][N:1]([C:7]2[C:8]3[N:28]=[C:27]([CH2:29][N:30]4[CH2:31][CH:32]([N:34]5[CH2:35][CH2:36][O:37][CH2:38][CH2:39]5)[CH2:33]4)[S:26][C:9]=3[N:10]=[C:11]([C:41]3[CH:46]=[N:45][CH:44]=[C:43]4[NH:47][CH:48]=[CH:49][C:42]=34)[N:12]=2)[CH2:6][CH2:5]1 |f:3.4|. Procedure details: A degassed solution of 7-morpholin-4-yl-2-(3-morpholin-4-yl-azetidin-1-ylmethyl)-5-(tributylstannanyl)thiazolo[5,4-d]pyrimidine (120 mg, 0.18 mmol), 4-bromo-1H-pyrrolo[2,3-c]pyridine (46 mg, 0.23 mmol), PdCl2{PtBu2(Ph-p-Nme2)}2 (13 mg, 0.018 mmol) and copper(I) thiophene-2-carboxylate (7 mg, 0.036 mmol) in 1,4-dioxane (2.5 mL) was subjected to microwave irradiation at 140° C. for 20 minutes. The reaction mixture was cooled to ambient temperature and loaded onto an Isolute® SCX-2 cartridge (10 g)... Reactants: C(C1=CC=CC=C1)N(S(=O)(=O)C=1C=C2C3(C(NC2=CC1)=O)OCCCO3)C (N-benzyl-N-methyl-2′-oxo-1′,2′-dihydrospiro[1,3-dioxane-2,3′-indole]-5′-sulfonamide), [OH-].C(C1=CC=CC=C1)[N+](C)(C)C (benzyltrimethylammonium hydroxide), C(C=C)#N (acrylonitrile). The solvent is CCO (EtOH). Reaction conditions: temperature 78 celsius. Product: C(C1=CC=CC=C1)N(S(=O)(=O)C=1C=C2C3(C(N(C2=CC1)CCC#N)=O)OCCCO3)C (N-Benzyl-1′-(2-cyanoethyl)-N-methyl-2′-oxo-1′,2′-dihydrospiro[1,3-dioxane-2,3′-indole]-5′-sulfonamide). Isolated yield 348.7%. Reaction SMILES: [CH2:1]([N:8]([CH3:27])[S:9]([C:12]1[CH:13]=[C:14]2[C:18](=[CH:19][CH:20]=1)[NH:17][C:16](=[O:21])[C:15]12[O:26][CH2:25][CH2:24][CH2:23][O:22]1)(=[O:11])=[O:10])[C:2]1[CH:7]=[CH:6][CH:5]=[CH:4][CH:3]=1.[OH-].[CH2:29]([N+:36](C)(C)C)[C:30]1C=CC=C[CH:31]=1.C(#N)C=C>CCO>[CH2:1]([N:8]([CH3:27])[S:9]([C:12]1[CH:13]=[C:14]2[C:18](=[CH:19][CH:20]=1)[N:17]([CH2:31][CH2:30][C:29]#[N:36])[C:16](=[O:21])[C:15]12[O:26][CH2:25][CH2:24][CH2:23][O:22]1)(=[O:10])=[O:11])[C:2]1[CH:3]=[CH:4][CH:5]=[CH:6][CH:7]=1 |f:1.2|. Procedure: A mixture of N-benzyl-N-methyl-2′-oxo-1′,2′-dihydrospiro[1,3-dioxane-2,3′-indole]-5′-sulfonamide (1.00 g, 2.57 mmol) and benzyltrimethylammonium hydroxide (40% aqueous sol'n, 0.112 mL, 0.617 mmol, 0.24 mole % ) in absolute EtOH (20 mL) was heated to 78° C. and acrylonitrile (0.424 mL, 6.44 mmol, 2.5 eq) was added drop-wise. The reaction mixture was heated for 40 minutes longer, cooled to room temperature and filtered. The product was washed with ethanol and dried to give the title compound as a ...